Dataset: the Open Reaction Database (ORD), a public repository of structured organic reaction records. Task: describe an organic reaction: reactants, conditions, products, and yield The reactants are C(C)(C)(C)OC(=O)N1CC2=CC(=CC=C2CC1)CCN1C(C=C(C=C1)OCC1=CC=CC=C1)=O (7-[2-(4-Benzyloxy-2-oxo-2H-pyridin-1-yl)-ethyl]-3,4-dihydro-1H-isoquinoline-2-carboxylic Acid Tert-Butyl Ester), FC(C(=O)O)(F)F (trifluoroacetic acid), C(=O)(O)[O-].[Na+] (NaHCO3). Solvent: C(Cl)Cl (DCM). Run at time 8 hour. Product: C(C1=CC=CC=C1)OC1=CC(N(C=C1)CCC1=CC=C2CCNCC2=C1)=O (4-Benzyloxy-1-[2-(1,2,3,4-tetrahydro-isoquinolin-7-yl)-ethyl]-1H-pyridin-2-one). RXN SMILES: C(OC([N:8]1[CH2:17][CH2:16][C:15]2[C:10](=[CH:11][C:12]([CH2:18][CH2:19][N:20]3[CH:25]=[CH:24][C:23]([O:26][CH2:27][C:28]4[CH:33]=[CH:32][CH:31]=[CH:30][CH:29]=4)=[CH:22][C:21]3=[O:34])=[CH:13][CH:14]=2)[CH2:9]1)=O)(C)(C)C.FC(F)(F)C(O)=O.C([O-])(O)=O.[Na+]>C(Cl)Cl>[CH2:27]([O:26][C:23]1[CH:24]=[CH:25][N:20]([CH2:19][CH2:18][C:12]2[CH:11]=[C:10]3[C:15]([CH2:16][CH2:17][NH:8][CH2:9]3)=[CH:14][CH:13]=2)[C:21](=[O:34])[CH:22]=1)[C:28]1[CH:29]=[CH:30][CH:31]=[CH:32][CH:33]=1 |f:2.3|. Procedure: To 400 mg (0.87 mmol) 7-[2-(4-benzyloxy-2-oxo-2H-pyridin-1-yl)-ethyl]-3,4-dihydro-1H-isoquinoline-2-carboxylic acid tert-butyl ester (example 24.1) in 5.0 mL DCM is added at RT 0.5 mL trifluoroacetic acid. The reaction mixture is stirred overnight at RT and is neutralized with aqueous 5% NaHCO3-solution. The layers are separated, the organic phase is washed with water, dried over MgSO4, filtered and the solvent is evaporated. The residue is elutriated in tertbutylmethyether, the precipitate is c... Starting materials: II (iodine), S1C(=CC=C1)CCNC=O (N-(2-(2-thienyl)ethyl)formamide), [BH4-].[Na+] (sodium borohydride), CO (Methanol). Solvent: O1CCCC1 (tetrahydrofuran), O1CCCC1 (tetrahydrofuran), O1CCCC1 (tetrahydrofuran). Run at temperature 7 celsius, time 10 minute. Product: CNCCC=1SC=CC1 (N-methyl-N-(2-(2-thienyl)ethyl)amine). Yield: 31.3%. RXN SMILES: [S:1]1[CH:5]=[CH:4][CH:3]=[C:2]1[CH2:6][CH2:7][NH:8][CH:9]=O.[BH4-].[Na+].II.CO>O1CCCC1>[CH3:9][NH:8][CH2:7][CH2:6][C:2]1[S:1][CH:5]=[CH:4][CH:3]=1 |f:1.2|. Reported procedure: At 7° C., a solution of N-(2-(2-thienyl)ethyl)formamide (9.98 g, 63.8 mmol) in tetrahydrofuran (200 ml) was added to a suspension of sodium borohydride (2.89 g, 76.5 mmol) in tetrahydrofuran (200 ml). The mixture was stirred for 10 min. A solution of iodine (8.09 g, 31.9 mmol) in tetrahydrofuran (200 ml) was added dropwise. The reaction mixture was stirred for 30 min at 7° C. and 30 min at room temperature. It was heated to reflux for 16 h. The reaction mixture was cooled to 7° C. Methanol (500 ... Starting materials: FC1=C(C=CC(=C1)B1OC(C(O1)(C)C)(C)C)C=1C=C2C(=NC1)NC=C2 (5-(2-fluoro-4-(4,4,5,5-tetramethyl-1,3,2-dioxaborolan-2-yl)phenyl)-1H-pyrrolo[2,3-b]pyridine), BrC=1C(=NC=CC1)S(=O)(=O)C(C)C (3-bromo-2-(isopropylsulfonyl)pyridine). Yields the product FC1=C(C=CC(=C1)C=1C(=NC=CC1)S(=O)(=O)C(C)C)C=1C=C2C(=NC1)NC=C2 (5-(2-Fluoro-4-(2-(isopropylsulfonyl)pyridine-3-yl)phenyl)-1H-pyrrolo[2,3-b]pyridine). Reaction SMILES: [F:1][C:2]1[CH:7]=[C:6](B2OC(C)(C)C(C)(C)O2)[CH:5]=[CH:4][C:3]=1[C:17]1[CH:18]=[C:19]2[CH:25]=[CH:24][NH:23][C:20]2=[N:21][CH:22]=1.Br[C:27]1[C:28]([S:33]([CH:36]([CH3:38])[CH3:37])(=[O:35])=[O:34])=[N:29][CH:30]=[CH:31][CH:32]=1>>[F:1][C:2]1[CH:7]=[C:6]([C:27]2[C:28]([S:33]([CH:36]([CH3:38])[CH3:37])(=[O:34])=[O:35])=[N:29][CH:30]=[CH:31][CH:32]=2)[CH:5]=[CH:4][C:3]=1[C:17]1[CH:18]=[C:19]2[CH:25]=[CH:24][NH:23][C:20]2=[N:21][CH:22]=1. Procedure details: The title compound was prepared as described in step D of Example 803 using 5-(2-fluoro-4-(4,4,5,5-tetramethyl-1,3,2-dioxaborolan-2-yl)phenyl)-1H-pyrrolo[2,3-b]pyridine and 3-bromo-2-(isopropylsulfonyl)pyridine. MS (ESI): mass calcd. for C21H18FN4O2S, 395.11; m/z found, 396.1 [M+H]+. 1H NMR (400 MHz, CDCl3) δ 9.45 (s, 1H), 8.70 (dd, J=4.6, 1.6, 2H), 8.25-8.17 (m, 1H), 7.84 (dd, J=7.8, 1.7, 1H), 7.64-7.54 (m, 2H), 7.46-7.32 (m, 3H), 6.61 (s, 1H), 4.26 (hept, J=6.8, 1H), 1.34 (d, J=6.9, 6H). The reactants are BrC=1C=CC(=C(C(=O)NC=2C(=NC=CN2)C(=O)N)C1)F (3-(5-bromo-2-fluorobenzoylamino)pyrazine-2-carboxamide), [OH-].[K+] (KOH), CC(=O)O (AcOH), ice. The solvent is O (H2O), CS(=O)C (DMSO). Conditions: time 45 minute. The product is BrC=1C=CC(=C(C1)C1=NC2=NC=CN=C2C(N1)=O)F (2-(5-bromo-2-fluorophenyl)pteridin-4-one). Yield: 84.1%. RXN SMILES: [Br:1][C:2]1[CH:3]=[CH:4][C:5]([F:20])=[C:6]([CH:19]=1)[C:7]([NH:9][C:10]1[C:11]([C:16]([NH2:18])=[O:17])=[N:12][CH:13]=[CH:14][N:15]=1)=O.[OH-].[K+].CC(O)=O>O.CS(C)=O>[Br:1][C:2]1[CH:3]=[CH:4][C:5]([F:20])=[C:6]([C:7]2[NH:18][C:16](=[O:17])[C:11]3[C:10](=[N:15][CH:14]=[CH:13][N:12]=3)[N:9]=2)[CH:19]=1 |f:1.2|. Procedure: A mixture of 3-(5-bromo-2-fluorobenzoylamino)pyrazine-2-carboxamide 103 (2.3 g, 6.78 mmol) and KOH (3.81 g, 67.8 mmol) in H2O (60 mL) and DMSO (20 mL) was stirred at room temperature for 45 min. Acidification to pH 5 (pH paper control) with AcOH followed by addition of 50 mL of ice-cold water afforded a precipitate, which was filtered off, washed with H2O, acetonitrile and ether to give 1.83 g of the title product 104 as a white powder (LCMS analysis). Starting materials: ClCC1=NC(=NO1)C=1N=CN2C1CN(C(C1=C2C=CC(=C1)F)=O)C (3-(5-chloromethyl-1,2,4-oxadiazol-3-yl)-8-fluoro-5-methyl-5,6-dihydro-4H-imidazo[1,5-a][1,4]benzodiazepin-6-one), C(CCC)NCCCC (dibutylamine). The solvent is CN(C=O)C (dimethylformamide). Reaction conditions: time 65 hour. Yields the product C(CCC)N(CCCC)CC1=NC(=NO1)C=1N=CN2C1CN(C(C1=C2C=CC(=C1)F)=O)C (3-(5-dibutylaminomethyl-1,2,4-oxadiazol-3-yl)-8-fluoro-5-methyl-5,6-dihydro-4H-imidazo[1,5-a][1,4]benzodiazepin-6-one). Isolated yield 77.0%. Reaction SMILES: Cl[CH2:2][C:3]1[O:7][N:6]=[C:5]([C:8]2[N:9]=[CH:10][N:11]3[C:17]4[CH:18]=[CH:19][C:20]([F:22])=[CH:21][C:16]=4[C:15](=[O:23])[N:14]([CH3:24])[CH2:13][C:12]=23)[N:4]=1.[CH2:25]([NH:29][CH2:30][CH2:31][CH2:32][CH3:33])[CH2:26][CH2:27][CH3:28]>CN(C)C=O>[CH2:25]([N:29]([CH2:2][C:3]1[O:7][N:6]=[C:5]([C:8]2[N:9]=[CH:10][N:11]3[C:17]4[CH:18]=[CH:19][C:20]([F:22])=[CH:21][C:16]=4[C:15](=[O:23])[N:14]([CH3:24])[CH2:13][C:12]=23)[N:4]=1)[CH2:30][CH2:31][CH2:32][CH3:33])[CH2:26][CH2:27][CH3:28]. Reported procedure: A suspension of 1.30 g (0.0037 mol) of 3-(5-chloromethyl-1,2,4-oxadiazol-3-yl)-8-fluoro-5-methyl-5,6-dihydro-4H-imidazo[1,5-a][1,4]benzodiazepin-6-one in 15 ml of dimethylformamide was treated with 2.4 g (0.01 9 moll of dibutylamine. After stirring at room temperature for 65 hrs. the orange solution obtained was freed completely from solvent. The residue was chromatographed over silica gel with dichloromethane/methanol 19:1 as the eluent. The product was recrystallized from methanol/ether and th... The reactants are Cl (hydrochloric acid), NC1=C(C=C(C=C1)C)Cl (4-amino-3-chlorotoluene), ice, N(=O)[O-].[Na+] (sodium nitrite), [I-].[K+] (potassium iodide), NC1=C(C=C(C=C1)C)Cl (4-amino-3-chloro-toluene). Run in O (water), O (water). Run at temperature -2 celsius, time 15 minute. The product is ClC=1C=C(C=CC1I)C (3-Chloro-4-iodo-toluene). The yield is 111.3%. As a reaction SMILES: Cl.N[C:3]1[CH:8]=[CH:7][C:6]([CH3:9])=[CH:5][C:4]=1[Cl:10].N([O-])=O.[Na+].[I-:15].[K+]>O>[Cl:10][C:4]1[CH:5]=[C:6]([CH3:9])[CH:7]=[CH:8][C:3]=1[I:15] |f:2.3,4.5|. Reported procedure: 250 ml of concentrated hydrochloric acid and 75 g of 4-amino-3-chlorotoluene (0.53 mol) are introduced onto 166 g of ice, and a solution of 40.3 g of sodium nitrite (0.583 mol) in 170 ml of water is then added dropwise at 0° C. After the solution has been stirred for 15 minutes, it is filtered through glass wool, and the solution, which has been cooled to -2° C., is added dropwise to a solution, warmed to room temperature, of 455 g of potassium iodide (2.74 mol) in 11 of water together with a ba...